This data is from the Open Reaction Database (ORD), a public repository of structured organic reaction records. The task is: describe an organic reaction: reactants, conditions, products, and yield The reactants are ClC=1C=CC=2N(N1)C(=CN2)C(C)(O)C=2C=CC=1N(C2)C=CN1 ((rac)-1-(6-chloro-imidazo[1,2-b]pyridazin-3-yl)-1-(imidazo[1,2-a]pyridin-6-yl)ethanol), I(=O)(=O)C1=C(C(=O)O)C=CC=C1 (2-iodoxybenzoic acid). Run in CC(=O)C (acetone). Yields the product ClC=1C=CC=2N(N1)C(=CN2)C(=O)C=2C=CC=1N(C2)C=CN1 ((6-Chloroimidazo[1,2-b]pyridazin-3-yl)(imidazo[1,2-a]pyridin-6-yl)methanone). Reaction SMILES: [Cl:1][C:2]1[CH:3]=[CH:4][C:5]2[N:6]([C:8]([C:11]([C:14]3[CH:15]=[CH:16][C:17]4[N:18]([CH:20]=[CH:21][N:22]=4)[CH:19]=3)([OH:13])C)=[CH:9][N:10]=2)[N:7]=1.I(C1C=CC=CC=1C(O)=O)(=O)=O>CC(C)=O>[Cl:1][C:2]1[CH:3]=[CH:4][C:5]2[N:6]([C:8]([C:11]([C:14]3[CH:15]=[CH:16][C:17]4[N:18]([CH:20]=[CH:21][N:22]=4)[CH:19]=3)=[O:13])=[CH:9][N:10]=2)[N:7]=1. Reported procedure: (rac)-1-(6-chloro-imidazo[1,2-b]pyridazin-3-yl)-1-(imidazo[1,2-a]pyridin-6-yl)ethanol (Stage 9.1, 5 g, 16.68 mmol) was suspended in acetone (334 mL) with 2-iodoxybenzoic acid (45%, 14.01 g, 22.5 mmol). It was refluxed for 2 h. The RM was then cooled down to rt and the solvent was removed. The residue was triturated with 2.5 N NaOH solution and the precipitated was filtered off and dried to give the title compound as a beige solid (tR 0.6 min (conditions 2), MH+=298).